This data is from the Open Reaction Database (ORD), a public repository of structured organic reaction records. The task is: describe an organic reaction: reactants, conditions, products, and yield Reaction conditions: temperature 50 celsius. Product: CC1=C(C=NO1)C(=O)NC=2C=CC(=CC2)C(F)(F)F (leflunomide). Solvent: O (water). Procedure details: 4-Trifluoromethylaniline (5.75 g, 35.7 mm) was suspended in a solution of NaHCO3 (3.16 g, 37.6 mm) in water (30 ml). The suspension was warmed to 50° C. and then rapid stirring was begun. 5-Methylisoxazole-4-carboxylic acid chloride prepared by the procedure of Example 1 (5 g, 34.4 mm) was added dropwise to the rapidly stirred suspension over 20 min. After cessation of the addition, the mixture was stirred for another 2 h. The mixture was then allowed to cool to ambient temperature and leflunomi... RXN SMILES: [F:1][C:2]([F:11])([F:10])[C:3]1[CH:9]=[CH:8][C:6]([NH2:7])=[CH:5][CH:4]=1.C([O-])(O)=O.[Na+].[CH3:17][C:18]1[O:22][N:21]=[CH:20][C:19]=1[C:23](Cl)=[O:24]>O>[CH3:17][C:18]1[O:22][N:21]=[CH:20][C:19]=1[C:23]([NH:7][C:6]1[CH:5]=[CH:4][C:3]([C:2]([F:10])([F:11])[F:1])=[CH:9][CH:8]=1)=[O:24] |f:1.2|. Reactants: FC(C1=CC=C(N)C=C1)(F)F (4-Trifluoromethylaniline), C(=O)(O)[O-].[Na+] (NaHCO3), CC1=C(C=NO1)C(=O)Cl (5-Methylisoxazole-4-carboxylic acid chloride).